This data is from the Open Reaction Database (ORD), a public repository of structured organic reaction records. The task is: describe an organic reaction: reactants, conditions, products, and yield The reactants are NCC=1C(=NC(=C(C1)F)NC1=NNC(=C1)C1CC1)N[C@@H](CO)C1=CC=C(C=C1)F ((R)-2-(3-(Aminomethyl)-6-(5-cyclopropyl-1H-pyrazol-3-ylamino)-5-fluoropyridin-2-ylamino)-2-(4-fluorophenyl)ethanol), CS(=O)(=O)O (methanesulfonic acid), CCN(C(C)C)C(C)C (DIEA). Reagents/catalysts: CN(C)C=1C=CN=CC1 (DMAP). The solvent is C1CCOC1 (THF). Run at temperature 60 celsius, time 8 hour. Product: C1(CC1)C1=CC(=NN1)NC1=C(C=C(C(=N1)N[C@@H](CO)C1=CC=C(C=C1)F)CNS(=O)(=O)C)F ((R)—N-((6-(5-Cyclopropyl-1H-pyrazol-3-ylamino)-5-fluoro-2-(1-(4-fluorophenyl)-2-hydroxyethylamino)pyridin-3-yl)methyl)methanesulfonamide). Yield: 31.0%. RXN SMILES: [NH2:1][CH2:2][C:3]1[C:4]([NH:19][C@H:20]([C:23]2[CH:28]=[CH:27][C:26]([F:29])=[CH:25][CH:24]=2)[CH2:21][OH:22])=[N:5][C:6]([NH:10][C:11]2[CH:15]=[C:14]([CH:16]3[CH2:18][CH2:17]3)[NH:13][N:12]=2)=[C:7]([F:9])[CH:8]=1.[CH3:30][S:31](O)(=[O:33])=[O:32].CCN(C(C)C)C(C)C>CN(C1C=CN=CC=1)C.C1COCC1>[CH:16]1([C:14]2[NH:13][N:12]=[C:11]([NH:10][C:6]3[N:5]=[C:4]([NH:19][C@H:20]([C:23]4[CH:24]=[CH:25][C:26]([F:29])=[CH:27][CH:28]=4)[CH2:21][OH:22])[C:3]([CH2:2][NH:1][S:31]([CH3:30])(=[O:33])=[O:32])=[CH:8][C:7]=3[F:9])[CH:15]=2)[CH2:18][CH2:17]1. Procedure details: A round bottom flask was charged with (R)-2-(3-(aminomethyl)-6-(5-cyclopropyl-1H-pyrazol-3-ylamino)-5-fluoropyridin-2-ylamino)-2-(4-fluorophenyl)ethanol (Example 8; 0.20 g, 0.50 mmol), methanesulfonic acid loaded TFP resin (0.9 mmol/g loading, 0.50 mmol), DIEA (0.13 g, 1.00 mmol), DMAP (0.067 g, 0.067 mmol), and THF (10 ml). The resulting solution was shaken vigorously at 60° C. for 8 hrs. The reaction was filtered and the resulting resin was washed with a THF-DCM solution (1:1, 3×5 ml for 30 mi... Reactants: BrC1=CC=C(C=C1)C1=C(C(=NO1)C)C=O (5-(4-bromo-phenyl)-3-methyl-isoxazole-4-carbaldehyde), C(C1=CC=CC=C1)OC1=CC=C(C=C1)[Mg]Br (4-(benzyloxy)phenyl magnesium bromide). Yields the product C(C1=CC=CC=C1)OC1=CC=C(C=C1)C(O)C=1C(=NOC1C1=CC=C(C=C1)Br)C ((4-Benzyloxy-phenyl)-[5-(4-bromo-phenyl)-3-methyl-isoxazol-4-yl]-methanol). Reaction SMILES: [Br:1][C:2]1[CH:7]=[CH:6][C:5]([C:8]2[O:12][N:11]=[C:10]([CH3:13])[C:9]=2[CH:14]=[O:15])=[CH:4][CH:3]=1.[CH2:16]([O:23][C:24]1[CH:29]=[CH:28][C:27]([Mg]Br)=[CH:26][CH:25]=1)[C:17]1[CH:22]=[CH:21][CH:20]=[CH:19][CH:18]=1>>[CH2:16]([O:23][C:24]1[CH:29]=[CH:28][C:27]([CH:14]([C:9]2[C:10]([CH3:13])=[N:11][O:12][C:8]=2[C:5]2[CH:4]=[CH:3][C:2]([Br:1])=[CH:7][CH:6]=2)[OH:15])=[CH:26][CH:25]=1)[C:17]1[CH:22]=[CH:21][CH:20]=[CH:19][CH:18]=1. Reported procedure: Prepared according to the procedure described in Example 25, Step 1, using 5-(4-bromo-phenyl)-3-methyl-isoxazole-4-carbaldehyde and 4-(benzyloxy)phenyl magnesium bromide. Starting materials: C=1(C(=CC=CC1)S)C (toluenethiol), [OH-].[K+] (potassium hydroxide), C(C)OC(CBr)OCC (bromoacetaldehyde diethyl acetal), ice water, C(C)OCC (diethyl ether). The solvent is C(C)O (ethanol). Product: C(C)OC(CSC1=CC(=CC=C1)C)OCC (1-[(2,2-diethoxyethyl)sulfanyl]-3-methylbenzene). As a reaction SMILES: [C:1]1(C)[C:2]([SH:7])=[CH:3][CH:4]=[CH:5][CH:6]=1.[OH-].[K+].[CH2:11]([O:13][CH:14]([O:17][CH2:18][CH3:19])[CH2:15]Br)[CH3:12].[CH2:20](OCC)C>C(O)C>[CH2:11]([O:13][CH:14]([O:17][CH2:18][CH3:19])[CH2:15][S:7][C:2]1[CH:1]=[CH:6][CH:5]=[C:4]([CH3:20])[CH:3]=1)[CH3:12] |f:1.2|. Procedure details: In 90 mL of ethanol is dissolved 25 g of toluenethiol, to which are added 12.42 g of potassium hydroxide and 33.3 mL of bromoacetaldehyde diethyl acetal. The mixture thus obtained is heated under reflux for 2.5 hours. The reaction mixture is introduced into a mixture of ice water and diethyl ether, and the organic layer is separated. The organic layer is washed with saturated aqueous solution of sodium chloride and dried over anhydrous magnesium sulfate, the solvent is distilled off under reduce... RXN SMILES: [CH3:1][C:2]1([CH3:19])[CH:6]([OH:7])[CH2:5][C:4]([CH2:10][O:11][CH2:12][C:13]2[CH:18]=[CH:17][CH:16]=[CH:15][CH:14]=2)([CH2:8][CH3:9])[O:3]1.[C:20]1([N:26]=[C:27]=[O:28])[CH:25]=[CH:24][CH:23]=[CH:22][CH:21]=1>C1C=CC=CC=1.C(N(CC)CC)C>[CH3:19][C:2]1([CH3:1])[CH:6]([O:7][C:27]([NH:26][C:20]2[CH:25]=[CH:24][CH:23]=[CH:22][CH:21]=2)=[O:28])[CH2:5][C:4]([CH2:10][O:11][CH2:12][C:13]2[CH:18]=[CH:17][CH:16]=[CH:15][CH:14]=2)([CH2:8][CH3:9])[O:3]1. The yield is 100.0%. The reactants are CC1(OC(CC1O)(CC)COCC1=CC=CC=C1)C (2,2-Dimethyl-3-hydroxy-5-benzyloxymethyl-5-ethyloxolane), C1(=CC=CC=C1)N=C=O (phenylisocyanate). Procedure details: The alcohol of Example 3 (1 g) was dissolved in benzene (15 ml) and phenylisocyanate (600 mg) and a few drops of triethylamine were added. The mixture was refluxed for 20 hours. The solvent was then evaporated and the residue was taken up in ethyl acetate, washed with dilute hydrochloric acid and then with brine, dried over magnesium sulphate and evaporated down. The residue was purified on a silica column using 5% acetone in petrol as eluant. 1.4 g, corresponding to a 100% yield, of the desired... Solvent: C1=CC=CC=C1 (benzene). The product is CC1(OC(CC1OC(=O)NC1=CC=CC=C1)(CC)COCC1=CC=CC=C1)C (2,2-Dimethyl-3-(N-phenylaminocarbonyloxy)-5-benzyloxymethyl-5-ethyloxolane). Reagents/catalysts: C(C)N(CC)CC (triethylamine). Reactants: O=C([O-])[O-], CN(C)C=O, CCOC(C)=O, BrC1CCCC1, COc1cc(S(=O)(=O)NC2CCC(C(=O)NC(C)c3ccc(F)cc3)CC2)ccc1O, [K+], [K+]. Product: COc1cc(S(=O)(=O)NC2CCC(C(=O)NC(C)c3ccc(F)cc3)CC2)ccc1OC1CCCC1. As a reaction SMILES: [C:38](=[O:39])([O-:40])[O-:41].[CH3:44][N:45]([CH3:46])[CH:47]=[O:48].[CH3:49][CH2:50][O:51][C:52](=[O:53])[CH3:54].[CH:1]1([Br:6])[CH2:2][CH2:3][CH2:4][CH2:5]1.[F:7][c:8]1[cH:9][cH:10][c:11]([CH:14]([CH3:15])[NH:16][C:17](=[O:18])[CH:19]2[CH2:20][CH2:21][CH:22]([NH:25][S:26](=[O:27])(=[O:28])[c:29]3[cH:30][c:31]([O:36][CH3:37])[c:32]([OH:35])[cH:33][cH:34]3)[CH2:23][CH2:24]2)[cH:12][cH:13]1.[K+:42].[K+:43]>>[CH:1]1([O:35][c:32]2[c:31]([O:36][CH3:37])[cH:30][c:29]([S:26]([NH:25][CH:22]3[CH2:21][CH2:20][CH:19]([C:17]([NH:16][CH:14]([c:11]4[cH:10][cH:9][c:8]([F:7])[cH:13][cH:12]4)[CH3:15])=[O:18])[CH2:24][CH2:23]3)(=[O:27])=[O:28])[cH:34][cH:33]2)[CH2:2][CH2:3][CH2:4][CH2:5]1. The reactants are OC(COCc1ccccc1)COCc1ccccc1, ClCCCl, Cl. The product is ClCOC(COCc1ccccc1)COCc1ccccc1. As a reaction SMILES: [CH2:2]([c:3]1[cH:4][cH:5][cH:6][cH:7][cH:8]1)[O:9][CH2:10][CH:11]([OH:12])[CH2:13][O:14][CH2:15][c:16]1[cH:17][cH:18][cH:19][cH:20][cH:21]1.[Cl:22][CH2:23][CH2:24][Cl:25].[ClH:1]>>[CH2:2]([c:3]1[cH:4][cH:5][cH:6][cH:7][cH:8]1)[O:9][CH2:10][CH:11]([O:12][CH2:23][Cl:22])[CH2:13][O:14][CH2:15][c:16]1[cH:17][cH:18][cH:19][cH:20][cH:21]1.